Dataset: the Open Reaction Database (ORD), a public repository of structured organic reaction records. Task: describe an organic reaction: reactants, conditions, products, and yield Reactants: C(C)(C)(C)NN=C(C)C (Acetone tert-butylhydrazone), C(C1=CC=CC=C1)(=O)Cl (benzoyl chloride), C(C1=CC=CC=C1)(=O)Cl (benzoyl chloride), [OH-].[Na+] (sodium hydroxide). Solvent: CCOCC (ether). The product is C(C)(C)(C)N(N=C(C)C)C(C1=CC=CC=C1)=O (acetone N-tert-butyl-N-benzoylhydrazone). Reaction SMILES: [C:1]([NH:5][N:6]=[C:7]([CH3:9])[CH3:8])([CH3:4])([CH3:3])[CH3:2].[C:10](Cl)(=[O:17])[C:11]1[CH:16]=[CH:15][CH:14]=[CH:13][CH:12]=1.[OH-].[Na+]>CCOCC>[C:1]([N:5]([C:10](=[O:17])[C:11]1[CH:16]=[CH:15][CH:14]=[CH:13][CH:12]=1)[N:6]=[C:7]([CH3:9])[CH3:8])([CH3:4])([CH3:3])[CH3:2] |f:2.3|. Procedure: Acetone tert-butylhydrazone (2.0 g) is admixed with 4.4 g of benzoyl chloride and 15 mL of 10% sodium hydroxide. The mixture is stirred until the benzoyl chloride odor is no longer detectable. The resulting product is then dissolved in ether and dried over magnesium sulfate. Evaporation of the solvent from the mixture leaves acetone N-tert-butyl-N-benzoylhydrazone, b.p. 100°-103° C. This product also is referred to as 1-tert-butyl-2-isopropylidenehydrazide of benzoic acid.